Dataset: the Open Reaction Database (ORD), a public repository of structured organic reaction records. Task: describe an organic reaction: reactants, conditions, products, and yield Starting materials: C1(CC1)NC=1NC2=CC=CC=C2C1 (cyclopropylaminoindole), CCOCC (Et2O), C1=C(C=CC2=CC=CC=C12)S(=O)(=O)O (2-naphthalene sulfonic acid), CCOCC (Et2O). Product: CN1C2=C(C=3C=CC=CC13)CCC2.C1=C(C=CC2=CC=CC=C12)S(=O)(=O)O.C1CC1N (4-methyl-1,2,3,4-tetrahydrocyclopent[b]indol 3-cyclopropylamine 2-naphthalene sulfonate). Reaction SMILES: [CH:1]1([NH:4][C:5]2[NH:6][C:7]3[C:12]([CH:13]=2)=[CH:11][CH:10]=[CH:9][CH:8]=3)[CH2:3][CH2:2]1.[CH:14]1[C:23]2[C:18](=[CH:19][CH:20]=[CH:21][CH:22]=2)[CH:17]=[CH:16][C:15]=1[S:24]([OH:27])(=[O:26])=[O:25].[CH3:28]COCC>>[CH3:28][N:6]1[C:7]2[CH:8]=[CH:9][CH:10]=[CH:11][C:12]=2[C:13]2[CH2:15][CH2:14][CH2:23][C:5]1=2.[CH:14]1[C:23]2[C:18](=[CH:19][CH:20]=[CH:21][CH:22]=2)[CH:17]=[CH:16][C:15]=1[S:24]([OH:27])(=[O:26])=[O:25].[CH2:2]1[CH:1]([NH2:4])[CH2:3]1 |f:3.4.5|. Procedure details: A 0.75 g portion of the cyclopropylaminoindole compound was dissolved in 75 ml Et2O and stirred while a solution of 0.69 g of 2-naphthalene sulfonic acid in 50 ml Et2O was added slowly. A white precipitate formed which was filtered under N2, washed with 2×50 ml Et2O and dried to afford 1.04 g of 4-methyl-1,2,3,4-tetrahydrocyclopent[b]indol-3-cyclopropylamine 2-naphthalene sulfonate.